From a dataset of the Open Reaction Database (ORD), a public repository of structured organic reaction records. describe an organic reaction: reactants, conditions, products, and yield The reactants are OC1=CC=2C[C@H]([C@H]3[C@@H]4CCC([C@@]4(C)CC[C@@H]3C2C=C1)=O)CCCCCN1[C@@H](CCC1)CSCCCC(C(F)(F)F)(F)F (3-hydroxy-7α-{5-[(2S)-2-(4,4,5,5,5-pentafluoropentylthiomethyl)-pyrrolidin-1-yl]-pentyl}-estra-1,3,5(10)-trien-17-one), [BH4-].[Na+] (sodium borohydride). Product: FC(CCCSC[C@H]1N(CCC1)CCCCC[C@H]1[C@H]2[C@@H]3CC[C@@H]([C@@]3(C)CC[C@@H]2C=2C=CC(=CC2C1)O)O)(C(F)(F)F)F (7α-{5-[(2S)-2-(4,4,5,5,5-Pentafluoropentylthiomethyl)-pyrrolidin-1-yI]-pentyl}-estra-1,3,5(10)-triene-3,17β-diol). Yield: 64.8%. RXN SMILES: [OH:1][C:2]1[CH:19]=[CH:18][C:17]2[C@@H:16]3[C@H:7]([C@H:8]4[C@@:12]([CH2:14][CH2:15]3)([CH3:13])[C:11](=[O:20])[CH2:10][CH2:9]4)[C@H:6]([CH2:21][CH2:22][CH2:23][CH2:24][CH2:25][N:26]3[CH2:30][CH2:29][CH2:28][C@H:27]3[CH2:31][S:32][CH2:33][CH2:34][CH2:35][C:36]([F:42])([F:41])[C:37]([F:40])([F:39])[F:38])[CH2:5][C:4]=2[CH:3]=1.[BH4-].[Na+]>>[F:42][C:36]([F:41])([C:37]([F:38])([F:39])[F:40])[CH2:35][CH2:34][CH2:33][S:32][CH2:31][C@@H:27]1[CH2:28][CH2:29][CH2:30][N:26]1[CH2:25][CH2:24][CH2:23][CH2:22][CH2:21][C@@H:6]1[CH2:5][C:4]2[CH:3]=[C:2]([OH:1])[CH:19]=[CH:18][C:17]=2[C@@H:16]2[C@@H:7]1[C@H:8]1[C@@:12]([CH2:14][CH2:15]2)([CH3:13])[C@@H:11]([OH:20])[CH2:10][CH2:9]1 |f:1.2|. Procedure: Under the conditions of Example 8, 500 mg of 3-hydroxy-7α-{5-[(2S)-2-(4,4,5,5,5-pentafluoropentylthiomethyl)-pyrrolidin-1-yl]-pentyl}-estra-1,3,5(10)-trien-17-one is reduced with 100 mg of sodium borohydride. 325 mg of the title compound is obtained as oil. [α]D22=−8.7° (c=0.510 in methanol). The reactants are BrCc1ccccc1, CC(C)(C)OC(=O)NC1(C2CNC(=O)C2)CCC1, CN(C)C=O, [H-], [Na+]. The product is CC(C)(C)OC(=O)NC1(C2CC(=O)N(Cc3ccccc3)C2)CCC1. As a reaction SMILES: [Br:21][CH2:22][c:23]1[cH:24][cH:25][cH:26][cH:27][cH:28]1.[C:1]([CH3:2])([CH3:3])([CH3:4])[O:5][C:6](=[O:7])[NH:8][C:9]1([CH:13]2[CH2:14][C:15](=[O:18])[NH:16][CH2:17]2)[CH2:10][CH2:11][CH2:12]1.[CH3:29][N:30]([CH3:31])[CH:32]=[O:33].[H-:19].[Na+:20]>>[C:1]([CH3:2])([CH3:3])([CH3:4])[O:5][C:6](=[O:7])[NH:8][C:9]1([CH:13]2[CH2:14][C:15](=[O:18])[N:16]([CH2:22][c:23]3[cH:24][cH:25][cH:26][cH:27][cH:28]3)[CH2:17]2)[CH2:10][CH2:11][CH2:12]1. Starting materials: C1(CC1)CNC(=O)C1=CC=C(C=C1)C1=CC(=CC=C1C)C(=O)O ({4′-[(cyclopropylmethylamino)carbonyl]-6-methyl-1,1′-biphenyl-3-yl}carboxylic acid), C1(CC1)N (cyclopropylamine). Yields the product C1(CC1)NC(=O)C=1C=C(C(=CC1)C)C1=CC=C(C=C1)C(=O)NCC1CC1 (N3-Cyclopropyl-N4′-cyclopropylmethyl-6-methyl-1,1′-biphenyl-3,4′-dicarboxamide). As a reaction SMILES: [CH:1]1([CH2:4][NH:5][C:6]([C:8]2[CH:13]=[CH:12][C:11]([C:14]3[C:19]([CH3:20])=[CH:18][CH:17]=[C:16]([C:21](O)=[O:22])[CH:15]=3)=[CH:10][CH:9]=2)=[O:7])[CH2:3][CH2:2]1.[CH:24]1([NH2:27])[CH2:26][CH2:25]1>>[CH:24]1([NH:27][C:21]([C:16]2[CH:15]=[C:14]([C:11]3[CH:10]=[CH:9][C:8]([C:6]([NH:5][CH2:4][CH:1]4[CH2:3][CH2:2]4)=[O:7])=[CH:13][CH:12]=3)[C:19]([CH3:20])=[CH:18][CH:17]=2)=[O:22])[CH2:26][CH2:25]1. Procedure: N3-Cyclopropyl-N4′-cyclopropylmethyl-6-methyl-1,1′-biphenyl-3,4′-dicarboxamide was synthesised from {4′-[(cyclopropylmethylamino)carbonyl]-6-methyl-1,1′-biphenyl-3-yl}carboxylic acid and cyclopropylamine using method A. NMR: δH [2H6]-DMSO 8.62, (1H, t), 8.43, (1H, d), 7.93, (2H, d), 7.74, (1H, dd), 7.68, (1H, d), 7.46, (2H, d), 7.38, (1H, d), 3.16, (2H, t), 2.83, (1H, m), 2.26, (3H, s), 1.04, (1H, m), 0.67, (2H, m), 0.54, (2H, m), 0.43, (2H, m), 0.24, (2H, m). LCMS: retention time 2.89 min, MH+3... Starting materials: [OH-].[Na+] (NaOH), OCC1CN(CCC1)C1=CC=C(C(=N1)C(=O)NC=1C(=C(C(=O)OC)C=CC1C)C)C (methyl 3-[[6-[3-(hydroxymethyl)-1-piperidyl]-3-methyl-pyridine-2-carbonyl]amino]-2,4-dimethyl-benzoate). The solvent is C1CCOC1 (THF). Reaction conditions: time 12 hour. The product is OCC1CN(CCC1)C1=CC=C(C(=N1)C(=O)NC=1C(=C(C(=O)O)C=CC1C)C)C (3-[[6-[3-(hydroxymethyl)-1-piperidyl]-3-methyl-pyridine-2-carbonyl]amino]-2,4-dimethyl-benzoic acid), solid. Isolated yield 14.0%. As a reaction SMILES: [OH-].[Na+].[OH:3][CH2:4][CH:5]1[CH2:10][CH2:9][CH2:8][N:7]([C:11]2[N:16]=[C:15]([C:17]([NH:19][C:20]3[C:21]([CH3:31])=[C:22]([CH:27]=[CH:28][C:29]=3[CH3:30])[C:23]([O:25]C)=[O:24])=[O:18])[C:14]([CH3:32])=[CH:13][CH:12]=2)[CH2:6]1>C1COCC1>[OH:3][CH2:4][CH:5]1[CH2:10][CH2:9][CH2:8][N:7]([C:11]2[N:16]=[C:15]([C:17]([NH:19][C:20]3[C:21]([CH3:31])=[C:22]([CH:27]=[CH:28][C:29]=3[CH3:30])[C:23]([OH:25])=[O:24])=[O:18])[C:14]([CH3:32])=[CH:13][CH:12]=2)[CH2:6]1 |f:0.1|. Reported procedure: A solution of aqueous 2N NaOH (3.00 ml) is added to a stirred solution of methyl 3-[[6-[3-(hydroxymethyl)-1-piperidyl]-3-methyl-pyridine-2-carbonyl]amino]-2,4-dimethyl-benzoate (0.18 g, 0.437 mmol) in THF (8 ml). After 12 hours at ambient temperature, the organic solvent is removed under reduced pressure and the residue is diluted with water, acidified to pH 4 with citric acid, and extracted with ethyl acetate. The organic layers are combined and dried over anhydrous sodium sulfate. The solvent ... Starting materials: C(C)(=O)OCC (ethyl acetate), BrC1=C(C=CC=C1)Cl (2-bromochlorobenzene), C(=O)C1=CC=C(C=C1)B(O)O (4-formylbenzeneboronic acid), C([O-])([O-])=O.[Na+].[Na+] (sodium carbonate). The reagents and catalysts are C=1C=CC(=CC1)[P](C=2C=CC=CC2)(C=3C=CC=CC3)[Pd]([P](C=4C=CC=CC4)(C=5C=CC=CC5)C=6C=CC=CC6)([P](C=7C=CC=CC7)(C=8C=CC=CC8)C=9C=CC=CC9)[P](C=1C=CC=CC1)(C=1C=CC=CC1)C=1C=CC=CC1 ((Ph3P)4Pd). The solvent is C1(=CC=CC=C1)C (toluene). The product is C(=O)C1=CC=C(C=C1)C1=C(C=CC=C1)Cl (4-formyl-(2′-chloro-1,1′-biphenyl)). RXN SMILES: Br[C:2]1[CH:7]=[CH:6][CH:5]=[CH:4][C:3]=1[Cl:8].[CH:9]([C:11]1[CH:16]=[CH:15][C:14](B(O)O)=[CH:13][CH:12]=1)=[O:10].C(=O)([O-])[O-].[Na+].[Na+].C(OCC)(=O)C>C1(C)C=CC=CC=1.C1C=CC([P]([Pd]([P](C2C=CC=CC=2)(C2C=CC=CC=2)C2C=CC=CC=2)([P](C2C=CC=CC=2)(C2C=CC=CC=2)C2C=CC=CC=2)[P](C2C=CC=CC=2)(C2C=CC=CC=2)C2C=CC=CC=2)(C2C=CC=CC=2)C2C=CC=CC=2)=CC=1>[CH:9]([C:11]1[CH:16]=[CH:15][C:14]([C:2]2[CH:7]=[CH:6][CH:5]=[CH:4][C:3]=2[Cl:8])=[CH:13][CH:12]=1)=[O:10] |f:2.3.4,^1:42,44,63,82|. Reported procedure: To a solution of 2-bromochlorobenzene (0.24 mL, 2 mmol) and 4-formylbenzeneboronic acid (0.35 g, 2.2 mmol) in toluene (20 mL) were added 2M aq. sodium carbonate (2.6 mL) followed by (Ph3P)4Pd (0.34 g, 0.3 mmol). The resulting reaction mixture was refluxed for 3 h, cooled and diluted ethyl acetate. The organic phase was washed with water, saturated aq. sodium bicarbonate, brine and dried over sodium sulfate. The filtrate was concentrated in vacuo and the residue obtained was purified by chromatog... The reactants are CCOC(=O)CCCCBr, CC(C)(C)OC(=O)OC(=O)OC(C)(C)C, CCN(C(C)C)C(C)C, [K+], [K+], CC(C)CCCC(C)C1CCC2C3CC=C4CC(N)CCC4(C)C3CCC12C, O=C([O-])[O-], CN(C)C=O. Yields the product CCOC(=O)CCCCN(C(=O)OC(C)(C)C)C1CCC2(C)C(=CCC3C2CCC2(C)C(C(C)CCCC(C)C)CCC32)C1. As a reaction SMILES: [Br:29][CH2:30][CH2:31][CH2:32][CH2:33][C:34](=[O:35])[O:36][CH2:37][CH3:38].[C:45](=[O:46])([O:47][C:48]([CH3:49])([CH3:50])[CH3:51])[O:52][C:53]([O:54][C:55]([CH3:56])([CH3:57])[CH3:58])=[O:59].[CH:60]([N:61]([CH2:62][CH3:63])[CH:64]([CH3:65])[CH3:66])([CH3:67])[CH3:68].[K+:39].[K+:40].[NH2:1][CH:2]1[CH2:3][C:4]2=[CH:5][CH2:6][CH:7]3[CH:8]4[CH2:9][CH2:10][CH:11]([CH:12]([CH2:13][CH2:14][CH2:15][CH:16]([CH3:17])[CH3:18])[CH3:19])[C:20]4([CH3:28])[CH2:21][CH2:22][CH:23]3[C:24]2([CH3:27])[CH2:25][CH2:26]1.[O-:41][C:42]([O-:43])=[O:44].[O:69]=[CH:70][N:71]([CH3:72])[CH3:73]>>[N:1]([CH:2]1[CH2:3][C:4]2=[CH:5][CH2:6][CH:7]3[CH:8]4[CH2:9][CH2:10][CH:11]([CH:12]([CH2:13][CH2:14][CH2:15][CH:16]([CH3:17])[CH3:18])[CH3:19])[C:20]4([CH3:28])[CH2:21][CH2:22][CH:23]3[C:24]2([CH3:27])[CH2:25][CH2:26]1)([CH2:30][CH2:31][CH2:32][CH2:33][C:34](=[O:35])[O:36][CH2:37][CH3:38])[C:45](=[O:46])[O:47][C:48]([CH3:49])([CH3:50])[CH3:51].